This data is from the Open Reaction Database (ORD), a public repository of structured organic reaction records. The task is: describe an organic reaction: reactants, conditions, products, and yield Reactants: C(C)C1=C(N)C(=CC=C1)CC (2,6-diethylaniline), C(C(C)C)=O (isobutyraldehyde), O.C1(=CC=C(C=C1)S(=O)(=O)O)C (p-toluenesulfonic acid monohydrate). Solvent: C1=CC=CC=C1 (Benzene). Reaction conditions: temperature 50 celsius, time 8 hour. Yields the product C(C)C1=C(/N=C/C(C)C)C(=CC=C1)CC ((E)-2,6-diethyl-N-(2-methylpropylidene)aniline). Reaction SMILES: [CH2:1]([C:3]1[CH:9]=[CH:8][CH:7]=[C:6]([CH2:10][CH3:11])[C:4]=1[NH2:5])[CH3:2].[CH:12](=O)[CH:13]([CH3:15])[CH3:14].O.C1(C)C=CC(S(O)(=O)=O)=CC=1>C1C=CC=CC=1>[CH2:1]([C:3]1[CH:9]=[CH:8][CH:7]=[C:6]([CH2:10][CH3:11])[C:4]=1/[N:5]=[CH:12]/[CH:13]([CH3:15])[CH3:14])[CH3:2] |f:2.3|. Procedure details: Benzene (150 mL) was added to 2,6-diethylaniline (18.59 g, 124.6 mmol) and 3 angstrom molecular sieves (ca. 50 mL). Then isobutyraldehyde (9.43 g, 131 mmol) and p-toluenesulfonic acid monohydrate (20 mg, 0.011 mmol) were added. The flask was sealed and heated to 50° C. After stirring overnight the very pale yellow solution was filtered and the volatiles were removed under reduced pressure to afford the product as a clear, pale yellow oil. Yield: 22.5 g, 84.6%. 1H NMR (C6D6): δ 7.21 (1H, d), 7.02... Reactants: C(C)OC(=O)C1(CC1)[C@H]1[C@@H](CN(C1)[C@@H](C)C1=CC=CC=C1)F (4-(R)-(1-Ethoxycarbonylcyclopropyl)-3-(S)-fluoro-1-[1-(S)-phenylethyl]pyrrolidine), ClC(=O)OCC1=CC=CC=C1 (benzyl chloroformate). Run in ClCCl (dichloromethane). Reaction conditions: time 25 hour. Product: C(C1=CC=CC=C1)OC(=O)N1C[C@H]([C@@H](C1)C1(CC1)C(=O)OCC)F (1-Benzyloxycarbonyl-4-(R)-(1-ethoxycarbonylcyclopropyl)-3-(S)-fluoropyrrolidine). Isolated yield 89.4%. RXN SMILES: [CH2:1]([O:3][C:4]([C:6]1([C@@H:9]2[CH2:13][N:12]([C@H](C3C=CC=CC=3)C)[CH2:11][C@H:10]2[F:22])[CH2:8][CH2:7]1)=[O:5])[CH3:2].Cl[C:24]([O:26][CH2:27][C:28]1[CH:33]=[CH:32][CH:31]=[CH:30][CH:29]=1)=[O:25]>ClCCl>[CH2:27]([O:26][C:24]([N:12]1[CH2:13][C@@H:9]([C:6]2([C:4]([O:3][CH2:1][CH3:2])=[O:5])[CH2:8][CH2:7]2)[C@H:10]([F:22])[CH2:11]1)=[O:25])[C:28]1[CH:33]=[CH:32][CH:31]=[CH:30][CH:29]=1. Procedure details: 4-(R)-(1-Ethoxycarbonylcyclopropyl)-3-(S)-fluoro-1-[1-(S)-phenylethyl]pyrrolidine (3.786 g, 12.40 mmol) was dissolved in dry dichloromethane (120 ml), and benzyl chloroformate (3.37 ml, 25.0 mmol) was added dropwise to the thus prepared solution which was cooled in an ice bath. After stirring the reaction solution for 25 hours at room temperature, dichloromethane was evaporated under reduced pressure. Thereafter, the resulting residue was subjected to flash silica gel chromatography and eluted w... The reactants are CCO, [Cl-], [Fe], CSc1cc(Oc2ccnc(N)c2[N+](=O)[O-])ccc1NC(=O)Nc1ccc(Cl)c(C(F)(F)F)c1, [NH4+], O. The product is CSc1cc(Oc2ccnc(N)c2N)ccc1NC(=O)Nc1ccc(Cl)c(C(F)(F)F)c1. Reaction SMILES: [CH3:37][CH2:38][OH:39].[Cl-:1].[Fe:41].[NH2:3][c:4]1[n:5][cH:6][cH:7][c:8]([O:13][c:14]2[cH:15][c:16]([S:35][CH3:36])[c:17]([NH:20][C:21](=[O:22])[NH:23][c:24]3[cH:25][c:26]([C:31]([F:32])([F:33])[F:34])[c:27]([Cl:30])[cH:28][cH:29]3)[cH:18][cH:19]2)[c:9]1[N+:10]([O-:11])=[O:12].[NH4+:2].[OH2:40]>>[NH2:3][c:4]1[n:5][cH:6][cH:7][c:8]([O:13][c:14]2[cH:15][c:16]([S:35][CH3:36])[c:17]([NH:20][C:21](=[O:22])[NH:23][c:24]3[cH:25][c:26]([C:31]([F:32])([F:33])[F:34])[c:27]([Cl:30])[cH:28][cH:29]3)[cH:18][cH:19]2)[c:9]1[NH2:10].